This data is from the Open Reaction Database (ORD), a public repository of structured organic reaction records. The task is: describe an organic reaction: reactants, conditions, products, and yield Starting materials: CC=1SC=CC1C(O)C=1N=CN(C1)C(C1=CC=CC=C1)(C1=CC=CC=C1)C1=CC=CC=C1 ((2-methylthien-3-yl)-1-trityl-imidazol-4-yl-methanol), Cl (HCl), C(\C=C\C(=O)O)(=O)O (fumaric acid). Reagents/catalysts: [OH-].[OH-].[Pd+2] (Pd(OH)2). The solvent is 2-PrOH, CCO (EtOH). The product is C(\C=C\C(=O)O)(=O)O.CC=1SC=CC1CC=1N=CNC1 (4-[(2-Methylthien-3-yl)methyl]-1H-imidazole Fumarate). As a reaction SMILES: [CH3:1][C:2]1[S:3][CH:4]=[CH:5][C:6]=1[CH:7]([C:9]1[N:10]=[CH:11][N:12](C(C2C=CC=CC=2)(C2C=CC=CC=2)C2C=CC=CC=2)[CH:13]=1)O.Cl.[C:34]([OH:41])(=[O:40])/[CH:35]=[CH:36]/[C:37]([OH:39])=[O:38]>CCO.[OH-].[OH-].[Pd+2]>[C:34]([OH:41])(=[O:40])/[CH:35]=[CH:36]/[C:37]([OH:39])=[O:38].[CH3:1][C:2]1[S:3][CH:4]=[CH:5][C:6]=1[CH2:7][C:9]1[N:10]=[CH:11][NH:12][CH:13]=1 |f:4.5.6,7.8|. Procedure details: A solution of (2-methylthien-3-yl)-1-trityl-imidazol-4-yl-methanol (1.5 g, 3.5 mmol) was combined with HCl (3.4 mmol) and Pd(OH)2 (1.5 g) in EtOH and hydrogenated (55 psi) at 55° C. for 48 hrs. The catalyst was removed by filtration through Dicalite and the solvent was evaporated in vacuo. The residue was dissolved in water, washed twice with Et2 O, and then basified with Na2CO3 and extracted twice with EtOAc. The combined extracts were dried (K2CO3), filtered and solvent evaporated. The residue... The product is C=CCNc1nc(NCC=C)c2cc(N)ccc2n1. The reactants are C=CCNc1nc(NCC=C)c2cc([N+](=O)[O-])ccc2n1, Cl, [Na+], [OH-], O, O, Cl[Sn]Cl. RXN SMILES: [CH2:7]([CH:8]=[CH2:9])[NH:10][c:11]1[n:12][c:13]2[cH:14][cH:15][c:16]([N+:25]([O-:26])=[O:27])[cH:17][c:18]2[c:19]([NH:21][CH2:22][CH:23]=[CH2:24])[n:20]1.[ClH:6].[Na+:29].[OH-:28].[OH2:1].[OH2:2].[Sn:3]([Cl:4])[Cl:5]>>[CH2:7]([CH:8]=[CH2:9])[NH:10][c:11]1[n:12][c:13]2[cH:14][cH:15][c:16]([NH2:25])[cH:17][c:18]2[c:19]([NH:21][CH2:22][CH:23]=[CH2:24])[n:20]1. Reactants: CN1C(CC[C@@]2(C3=C(CC[C@@H]12)C=C(C=C3)C3=CC(=CC=C3)N)C)=O ((+)-(4aR)-(10bR)-4-methyl-8-(3-aminophenyl)-10b-methyl 1,2,3,4,4a,-5,6,10b-octahydrobenzo[f]quinolin-3-one), N,N-dimethylaminopyridine, N1=CC=CC=C1 (pyridine), ClCCl (dichloromethane), C(C(C)(C)C)(=O)Cl (pivaloyl chloride). The solvent is C(Cl)(Cl)Cl (chloroform). Product: CN1C(CC[C@@]2(C3=C(CC[C@@H]12)C=C(C=C3)C3=CC(=CC=C3)NC(C(C)(C)C)=O)C)=O ((+)-(4aR)-(10bR)-4-methyl-8-(3-[pivaloylamino]phenyl)-10b-methyl-1,2,3,4,4a,5,6,10b-octahydrobenzo[f]quinolin-3-one). Isolated yield 9.0%. RXN SMILES: [CH3:1][N:2]1[C@H:11]2[C@@:6]([CH3:23])([C:7]3[CH:15]=[CH:14][C:13]([C:16]4[CH:21]=[CH:20][CH:19]=[C:18]([NH2:22])[CH:17]=4)=[CH:12][C:8]=3[CH2:9][CH2:10]2)[CH2:5][CH2:4][C:3]1=[O:24].N1C=CC=CC=1.ClCCl.[C:34](Cl)(=[O:39])[C:35]([CH3:38])([CH3:37])[CH3:36]>C(Cl)(Cl)Cl>[CH3:1][N:2]1[C@H:11]2[C@@:6]([CH3:23])([C:7]3[CH:15]=[CH:14][C:13]([C:16]4[CH:21]=[CH:20][CH:19]=[C:18]([NH:22][C:34](=[O:39])[C:35]([CH3:38])([CH3:37])[CH3:36])[CH:17]=4)=[CH:12][C:8]=3[CH2:9][CH2:10]2)[CH2:5][CH2:4][C:3]1=[O:24]. Procedure details: A 15 mL round bottom flask was charged with (+)-(4aR)-(10bR)-4-methyl-8-(3-aminophenyl)-10b-methyl 1,2,3,4,4a,-5,6,10b-octahydrobenzo[f]quinolin-3-one (31 mg, 0,097 mmol), N,N-dimethylaminopyridine (3 mg, 0,024 mmol), 1 mL of pyridine and 0.5 mL of dichloromethane. The solution was cooled to 0°, and excess pivaloyl chloride (0,086 mL, 0.69 mmol) was added. The stirred mixture was allowed to warm to room temperature over 2 h. The mixture was diluted with chloroform, and washed with 5% aqueous hyd...